From a dataset of the Open Reaction Database (ORD), a public repository of structured organic reaction records. describe an organic reaction: reactants, conditions, products, and yield Starting materials: N-Aryl-benzenesulfonamides, NC1=C(C=C(C=C1)Cl)C(=O)C=1C(=NC=CC1)C ((2 amino-5-chloro-phenyl)-(2-methyl-pyridin-3-yl)-methanone), C(C)(=O)C1=CC=C(C=C1)S(=O)(=O)Cl (4-acetyl-benzenesulfonyl chloride). Product: C(C)(=O)C1=CC=C(C=C1)S(=O)(=O)NC1=C(C=C(C=C1)Cl)C(=O)C=1C(=NC=CC1)C (4-Acetyl-N-[4-chloro-2-(2-methyl-pyridine-3-carbonyl)-phenyl]-benzenesulfonamide). As a reaction SMILES: [NH2:1][C:2]1[CH:7]=[CH:6][C:5]([Cl:8])=[CH:4][C:3]=1[C:9]([C:11]1[C:12]([CH3:17])=[N:13][CH:14]=[CH:15][CH:16]=1)=[O:10].[C:18]([C:21]1[CH:26]=[CH:25][C:24]([S:27](Cl)(=[O:29])=[O:28])=[CH:23][CH:22]=1)(=[O:20])[CH3:19]>>[C:18]([C:21]1[CH:22]=[CH:23][C:24]([S:27]([NH:1][C:2]2[CH:7]=[CH:6][C:5]([Cl:8])=[CH:4][C:3]=2[C:9]([C:11]2[C:12]([CH3:17])=[N:13][CH:14]=[CH:15][CH:16]=2)=[O:10])(=[O:29])=[O:28])=[CH:25][CH:26]=1)(=[O:20])[CH3:19]. Reported procedure: The title compound was prepared according to the general procedure for the synthesis of N-Aryl-benzenesulfonamides previously described using (2 amino-5-chloro-phenyl)-(2-methyl-pyridin-3-yl)-methanone and 4-acetyl-benzenesulfonyl chloride and purified by HPLC. 1H NMR (CDCl3) δ 10.79 (br s, 1H, NH), 8.65 (dd,1H, J=4.8 Hz, J=1.8 Hz), 7.98 (d, 2H, J=8.8 Hz), 7.92 (d, 2H, J=8.8 Hz), 7.79 (d, 1H, J=9.2 Hz), 7.50 (dd, 1H, J=9.0 Hz, J=2.2 Hz), 7.22 (dd, 1H, J=7.7 Hz, J=1.5 Hz), 7.16 (m, 2H), 2.60 (s, ... Starting materials: C[S+](C)(C)=O, [Cl-], [H-], [H][H], [Na+], C1CCOC1, O, Cc1ccc(C=O)c(O)c1. The product is Cc1ccc2c(c1)OCC2O. Reaction SMILES: [CH3:2][S+:3]([CH3:4])([CH3:5])=[O:6].[Cl-:1].[H-:7].[H:9][H:10].[Na+:8].[O:21]1[CH2:22][CH2:23][CH2:24][CH2:25]1.[OH2:26].[OH:11][c:12]1[c:13]([CH:14]=[O:15])[cH:16][cH:17][c:18]([CH3:20])[cH:19]1>>[CH2:2]1[O:11][c:12]2[c:13]([cH:16][cH:17][c:18]([CH3:20])[cH:19]2)[CH:14]1[OH:15].